This data is from the Open Reaction Database (ORD), a public repository of structured organic reaction records. The task is: describe an organic reaction: reactants, conditions, products, and yield Starting materials: CCO, COc1cc([N+](=O)[O-])c(C(N)=O)cc1C. Yields the product COc1cc(N)c(C(N)=O)cc1C. As a reaction SMILES: [CH3:16][CH2:17][OH:18].[CH3:1][O:2][c:3]1[cH:4][c:5]([N+:13]([O-:14])=[O:15])[c:6]([C:7](=[O:8])[NH2:9])[cH:10][c:11]1[CH3:12]>>[CH3:1][O:2][c:3]1[cH:4][c:5]([NH2:13])[c:6]([C:7](=[O:8])[NH2:9])[cH:10][c:11]1[CH3:12]. Starting materials: C(C)(C)N(C(C)C)CC (N,N-diisopropylethylamine), C1(=CC=CC=C1)S(=O)(=O)N1C=CC=2C1=NC=C(C2N[C@@H]2C[C@H](CCC2)O)[N+](=O)[O-] (Trans (racemic) 3-(1-Benzenesulfonyl-5-nitro-1H-pyrrolo[2,3-b]pyridin-4-ylamino)-cyclohexanol), C(C)(=O)Cl (Acetyl chloride). The reagents and catalysts are CN(C1=CC=NC=C1)C (4-Dimethylamino pyridine). Run in C(Cl)Cl (DCM). Product: C1(=CC=CC=C1)S(=O)(=O)N1C=CC=2C1=NC=C(C2NC2CC(CCC2)OC(C)=O)[N+](=O)[O-] (Acetic acid 3-(1-benzenesulfonyl-5-nitro-1H-pyrrolo[2,3-b]pyridin-4-ylamino)-cyclohexyl ester). Reaction SMILES: [C:1]1([S:7]([N:10]2[C:14]3=[N:15][CH:16]=[C:17]([N+:27]([O-:29])=[O:28])[C:18]([NH:19][C@H:20]4[CH2:25][CH2:24][CH2:23][C@H:22]([OH:26])[CH2:21]4)=[C:13]3[CH:12]=[CH:11]2)(=[O:9])=[O:8])[CH:6]=[CH:5][CH:4]=[CH:3][CH:2]=1.C(N(CC)C(C)C)(C)C.[C:39](Cl)(=[O:41])[CH3:40]>C(Cl)Cl.CN(C)C1C=CN=CC=1>[C:1]1([S:7]([N:10]2[C:14]3=[N:15][CH:16]=[C:17]([N+:27]([O-:29])=[O:28])[C:18]([NH:19][CH:20]4[CH2:25][CH2:24][CH2:23][CH:22]([O:26][C:39](=[O:41])[CH3:40])[CH2:21]4)=[C:13]3[CH:12]=[CH:11]2)(=[O:9])=[O:8])[CH:6]=[CH:5][CH:4]=[CH:3][CH:2]=1. Procedure: To a solution of Trans (racemic) 3-(1-Benzenesulfonyl-5-nitro-1H-pyrrolo[2,3-b]pyridin-4-ylamino)-cyclohexanol (8.84 g, 21.2 mmol) dissolved in DCM (5 ml) was added N,N-diisopropylethylamine (3.88 ml, 22.28 mmol), followed by 4-Dimethylamino pyridine (420.3 mg, 3.44 mmol) at room temperature. To this was added Acetyl chloride (6.04 ml, 84.90 mmol) dropwise with stirring at room temperature. The mixture was stirred for 4 hours at room temperature and concentrated under reduced pressure to give an... Reactants: C1(C=2C(C(N1CC(CN1C(C=3C(C1=O)=CC=CC3)=O)O)=O)=CC=CC2)=O (1,3-diphthalimido-2-hydroxypropane), CC(=O)C.OS(=O)(=O)O.O=[Cr](=O)=O (Jones reagent). Solvent: CC(=O)C (acetone). Product: C1(C=2C(C(N1CCC(=O)N1C(C=3C(C1=O)=CC=CC3)=O)=O)=CC=CC2)=O (1,3-diphthalimido-3-oxopropane). Reaction SMILES: [C:1]1(=[O:26])[N:5]([CH2:6][CH:7](O)[CH2:8][N:9]2[C:13](=[O:14])[C:12]3=[CH:15][CH:16]=[CH:17][CH:18]=[C:11]3[C:10]2=[O:19])[C:4](=[O:21])[C:3]2=[CH:22][CH:23]=[CH:24][CH:25]=[C:2]12.CC(C)=[O:29].OS(O)(=O)=O.O=[Cr](=O)=O>CC(C)=O>[C:1]1(=[O:26])[N:5]([CH2:6][CH2:7][C:8]([N:9]2[C:13](=[O:14])[C:12]3=[CH:15][CH:16]=[CH:17][CH:18]=[C:11]3[C:10]2=[O:19])=[O:29])[C:4](=[O:21])[C:3]2=[CH:22][CH:23]=[CH:24][CH:25]=[C:2]12 |f:1.2.3|. Reported procedure: To a solution of 1,3-diphthalimido-2-hydroxypropane (1.00 g., 2,86 mmol) in 80 mL of acetone was added Jones reagent (chromium trioxide and sulfuric acid) until an orange color persisted. The excess oxidant was removed by the addition of 2-isopropanol until a green color was obtained and the solvents were evaporated under reduced pressure. The residue was partitioned between methylene chloride and water and the layers were separated. The organic layer was washed with water, dried over anhydrous ...